This data is from the Open Reaction Database (ORD), a public repository of structured organic reaction records. The task is: describe an organic reaction: reactants, conditions, products, and yield Starting materials: CC(=O)O, CC(=O)O, CC(=O)O, CC(=O)O, OCCCCO, CCCC(O)O. Yields the product CC(=O)O, C1CCOC1. Reaction SMILES: [C:15]([OH:16])(=[O:17])[CH3:18].[C:19]([OH:20])(=[O:21])[CH3:22].[C:1]([CH3:2])(=[O:3])[OH:4].[C:5]([OH:6])(=[O:7])[CH3:8].[CH2:9]([CH2:10][CH2:11][CH2:12][OH:13])[OH:14].[CH:23]([OH:24])([OH:25])[CH2:26][CH2:27][CH3:28]>>[C:1]([CH3:2])(=[O:3])[OH:4].[CH2:9]1[CH2:10][CH2:11][CH2:12][O:14]1. Reaction SMILES: [Br:1][c:2]1[cH:3][c:4]([C:8]2([CH3:15])[NH:9][C:10](=[O:14])[CH2:11][O:12][CH2:13]2)[cH:5][cH:6][cH:7]1.[C:16]([P:17]([C:18]([CH3:19])([CH3:20])[CH3:21])[c:22]1[cH:23][cH:24][cH:25][cH:26][c:27]1-[c:28]1[c:29]([CH:30]([CH3:31])[CH3:32])[cH:33][c:34]([CH:35]([CH3:36])[CH3:37])[cH:38][c:39]1[CH:40]([CH3:41])[CH3:42])([CH3:43])([CH3:44])[CH3:45].[C:46]([c:47]1[cH:48][cH:49][cH:50][cH:51][cH:52]1)([c:53]1[cH:54][cH:55][cH:56][cH:57][cH:58]1)=[NH:59].[CH3:60][c:61]1[cH:62][cH:63][cH:64][cH:65][cH:66]1.[CH:109](=[CH:110][C:111]([CH:112]=[CH:113][c:114]1[cH:115][cH:116][cH:117][cH:118][cH:119]1)=[O:120])[c:121]1[cH:122][cH:123][cH:124][cH:125][cH:126]1.[CH:67]([Cl:68])([Cl:69])[Cl:70].[CH:73](=[CH:74][C:75]([CH:76]=[CH:77][c:78]1[cH:79][cH:80][cH:81][cH:82][cH:83]1)=[O:84])[c:85]1[cH:86][cH:87][cH:88][cH:89][cH:90]1.[CH:91](=[CH:92][C:93]([CH:94]=[CH:95][c:96]1[cH:97][cH:98][cH:99][cH:100][cH:101]1)=[O:102])[c:103]1[cH:104][cH:105][cH:106][cH:107][cH:108]1.[Pd:71].[Pd:72]>>[c:2]1([N:59]=[C:46]([c:47]2[cH:48][cH:49][cH:50][cH:51][cH:52]2)[c:53]2[cH:54][cH:55][cH:56][cH:57][cH:58]2)[cH:3][c:4]([C:8]2([CH3:15])[NH:9][C:10](=[O:14])[CH2:11][O:12][CH2:13]2)[cH:5][cH:6][cH:7]1. Starting materials: CC1(c2cccc(Br)c2)COCC(=O)N1, CC(C)c1cc(C(C)C)c(-c2ccccc2P(C(C)(C)C)C(C)(C)C)c(C(C)C)c1, N=C(c1ccccc1)c1ccccc1, Cc1ccccc1, O=C(C=Cc1ccccc1)C=Cc1ccccc1, ClC(Cl)Cl, O=C(C=Cc1ccccc1)C=Cc1ccccc1, O=C(C=Cc1ccccc1)C=Cc1ccccc1, [Pd], [Pd]. Product: CC1(c2cccc(N=C(c3ccccc3)c3ccccc3)c2)COCC(=O)N1. Starting materials: N#Cc1c(Cl)nc(OCCN2CCOCC2)nc1N1CCc2ccccc2CC1, NCCN1CCOCC1, C1COCCO1. The product is N#Cc1c(NCCN2CCOCC2)nc(OCCN2CCOCC2)nc1N1CCc2ccccc2CC1. Reaction SMILES: [Cl:1][c:2]1[n:3][c:4]([O:21][CH2:22][CH2:23][N:24]2[CH2:25][CH2:26][O:27][CH2:28][CH2:29]2)[n:5][c:6]([N:10]2[CH2:11][CH2:12][c:13]3[c:14]([cH:17][cH:18][cH:19][cH:20]3)[CH2:15][CH2:16]2)[c:7]1[C:8]#[N:9].[NH2:30][CH2:31][CH2:32][N:33]1[CH2:34][CH2:35][O:36][CH2:37][CH2:38]1.[O:39]1[CH2:40][CH2:41][O:42][CH2:43][CH2:44]1>>[c:2]1([NH:30][CH2:31][CH2:32][N:33]2[CH2:34][CH2:35][O:36][CH2:37][CH2:38]2)[n:3][c:4]([O:21][CH2:22][CH2:23][N:24]2[CH2:25][CH2:26][O:27][CH2:28][CH2:29]2)[n:5][c:6]([N:10]2[CH2:11][CH2:12][c:13]3[c:14]([cH:17][cH:18][cH:19][cH:20]3)[CH2:15][CH2:16]2)[c:7]1[C:8]#[N:9]. Reactants: BrCC1CCCCC1 (bromomethylcyclohexane), CS(=O)([O-])=S.[Na+] (sodium methanethiosulfonate), CN(C)C=O (DMF). The solvent is O (water). Run at temperature 50 celsius. The product is CS(=O)(OCC1CCCCC1)=S (Cyclohexylmethyl Methanethiosulfonate). Yield: 81.9%. RXN SMILES: Br[CH2:2][CH:3]1[CH2:8][CH2:7][CH2:6][CH2:5][CH2:4]1.[CH3:9][S:10](=[S:13])([O-:12])=[O:11].[Na+].CN(C=O)C>O>[CH3:9][S:10](=[S:13])([O:12][CH2:2][CH:3]1[CH2:8][CH2:7][CH2:6][CH2:5][CH2:4]1)=[O:11] |f:1.2|. Reported procedure: The reaction mixture of bromomethylcyclohexane (1.560 g, 0.00881 mol), sodium methanethiosulfonate (1.180 g, 0.00881 mol) and dry DMF (6 mL) was heated at 50° C. for 24 hr. At room temperature, water (15 mL) was added and the mixture was extracted with ether (3×30 mL). The extracts were washed with brine, dried, concentrated and the residue was subjected to flash column chromatography on silica gel with EtOAc-hexanes (1:4) to afford a colorless oil (1.5033 g, 82%). IR (CDCl3 cast): 3030 (w), 301... Starting materials: CNC, O=C=Nc1ccc(NCc2ccc(F)c(Cl)c2)c(C(F)(F)F)c1. The product is CN(C)C(=O)Nc1ccc(NCc2ccc(F)c(Cl)c2)c(C(F)(F)F)c1. RXN SMILES: [CH3:1][NH:2][CH3:3].[Cl:4][c:5]1[cH:6][c:7]([CH2:12][NH:13][c:14]2[c:15]([C:23]([F:24])([F:25])[F:26])[cH:16][c:17]([N:20]=[C:21]=[O:22])[cH:18][cH:19]2)[cH:8][cH:9][c:10]1[F:11]>>[CH3:1][N:2]([CH3:3])[C:21]([NH:20][c:17]1[cH:16][c:15]([C:23]([F:24])([F:25])[F:26])[c:14]([NH:13][CH2:12][c:7]2[cH:6][c:5]([Cl:4])[c:10]([F:11])[cH:9][cH:8]2)[cH:19][cH:18]1)=[O:22]. The reactants are C1(C=CC(N1)=O)=O (maleimide), C(C)(=O)OC(C)=O (acetic anhydride), IC1=CC=C(N)C=C1 (p-iodoaniline), C1(\C=C/C(=O)O1)=O (maleic anhydride), C(C)(=O)[O-].[Na+] (sodium acetate). The product is IC1=CC=C(C=C1)N1C(C=CC1=O)=O (p-iodo-N-phenylmaleimide). As a reaction SMILES: [C:1]1(=[O:7])[NH:5][C:4](=[O:6])[CH:3]=[CH:2]1.[I:8][C:9]1[CH:15]=[CH:14][C:12](N)=[CH:11][CH:10]=1.C1(=O)OC(=O)C=C1.C(OC(=O)C)(=O)C.C([O-])(=O)C.[Na+]>>[I:8][C:9]1[CH:15]=[CH:14][C:12]([N:5]2[C:4](=[O:6])[CH:3]=[CH:2][C:1]2=[O:7])=[CH:11][CH:10]=1 |f:4.5|. Procedure: The title compound was prepared by standard maleimide procedures involving the reaction of p-iodoaniline with maleic anhydride and then subsequent cyclization with acetic anhydride and sodium acetate. The reactants are C([O-])([O-])=O.[K+].[K+] (potassium carbonate), COC=1C=C(CCP(O)=O)C=CC1[N+](=O)[O-] ((3-methoxy-4-nitrobenzyl)methylphosphinic acid), COC=1C=C(CCP(O)=O)C=CC1[N+](=O)[O-] ((3-methoxy-4-nitrobenzyl)methylphosphinic acid), BrCCOC (1-bromo-2-methoxy ethane). Reagents/catalysts: [N+](CCCC)(CCCC)(CCCC)CCCC.[I-] (n-Bu4NI). The solvent is CN(C)C=O (DMF). Run at temperature 50 celsius. Product: COC=1C=C(CCP(OCCOC)=O)C=CC1[N+](=O)[O-] (2-Methoxyethyl (3-methoxy-4-nitrobenzyl)methylphosphinate). Yield: 45.0%. RXN SMILES: [CH3:1][O:2][C:3]1[CH:4]=[C:5]([CH:11]=[CH:12][C:13]=1[N+:14]([O-:16])=[O:15])[CH2:6][CH2:7][PH:8](=[O:10])[OH:9].Br[CH2:18][CH2:19][O:20][CH3:21].C(=O)([O-])[O-].[K+].[K+]>CN(C=O)C.[N+](CCCC)(CCCC)(CCCC)CCCC.[I-]>[CH3:1][O:2][C:3]1[CH:4]=[C:5]([CH:11]=[CH:12][C:13]=1[N+:14]([O-:16])=[O:15])[CH2:6][CH2:7][PH:8](=[O:9])[O:10][CH2:18][CH2:19][O:20][CH3:21] |f:2.3.4,6.7|. Procedure: A mixture of (3-methoxy-4-nitrobenzyl)methylphosphinic acid (Compound 216C, 0.250 g, 1.02 mmol) and 1-bromo-2-methoxy ethane (0.287 mL, 3.06 mmol) in DMF (3.0 mL) was charged with potassium carbonate (0.169 g, 1.22 mmol) and n-Bu4NI (0.188 g, 0.510 mmol). The reaction mixture was allowed to heat at 50° C. for 16 hours with stirring. The reaction mixture was quenched with water (10 mL) and extracted with EtOAc (15 mL). The organic layer was washed with water (10 mL), washed with brine (10 mL), dr... Starting materials: CO, CCOC(=O)C(=NOCSC)c1csc(NC=O)n1, Cl, [OH-]. Product: CSCON=C(C(=O)O)c1csc(NC=O)n1. Reaction SMILES: [CH3:22][OH:23].[CH:1](=[O:2])[NH:3][c:4]1[s:5][cH:6][c:7]([C:9]([C:10](=[O:11])[O:12][CH2:13][CH3:14])=[N:15][O:16][CH2:17][S:18][CH3:19])[n:8]1.[ClH:21].[OH-:20]>>[CH:1](=[O:2])[NH:3][c:4]1[s:5][cH:6][c:7]([C:9]([C:10](=[O:11])[OH:12])=[N:15][O:16][CH2:17][S:18][CH3:19])[n:8]1. Reactants: C([O-])(O)=O.[Na+] (sodium bicarbonate), CS(=O)(=O)C=1C=C(C=CC1)C1=CC=CC=2N1N=C(N2)N (5-(3-(Methylsulfonyl)phenyl)-[1,2,4]triazolo[1,5-a]pyridin-2-amine), C(C)(=O)NCC(=O)O (N-Acetylglycine), C1(=CC=CC=C1)P(C1=CC=CC=C1)C1=CC=CC=C1 (triphenylphosphine), C(Br)(Br)(Br)Br (carbon tetrabromide). The solvent is CO (methanol), C(Cl)(Cl)Cl (chloroform), N1=CC=CC=C1 (pyridine). Reaction conditions: temperature 0 celsius, time 5 minute. The product is C(C)(=O)NCC(=O)NC1=NN2C(C=CC=C2C2=CC(=CC=C2)S(=O)(=O)C)=N1 (2-acetamido-N-(5-(3-(methylsulfonyl)phenyl)-[1,2,4]triazolo[1,5-a]pyridin-2-yl)acetamide). Isolated yield 81.9%. As a reaction SMILES: [C:1]([NH:4][CH2:5][C:6]([OH:8])=O)(=[O:3])[CH3:2].C1(P(C2C=CC=CC=2)C2C=CC=CC=2)C=CC=CC=1.C(Br)(Br)(Br)Br.[CH3:33][S:34]([C:37]1[CH:38]=[C:39]([C:43]2[N:48]3[N:49]=[C:50]([NH2:52])[N:51]=[C:47]3[CH:46]=[CH:45][CH:44]=2)[CH:40]=[CH:41][CH:42]=1)(=[O:36])=[O:35].C(=O)(O)[O-].[Na+]>N1C=CC=CC=1.CO.C(Cl)(Cl)Cl>[C:1]([NH:4][CH2:5][C:6]([NH:52][C:50]1[N:51]=[C:47]2[CH:46]=[CH:45][CH:44]=[C:43]([C:39]3[CH:40]=[CH:41][CH:42]=[C:37]([S:34]([CH3:33])(=[O:36])=[O:35])[CH:38]=3)[N:48]2[N:49]=1)=[O:8])(=[O:3])[CH3:2] |f:4.5|. Procedure details: To a solution of N-Acetylglycine (406 mg, 3.47 mmol, 5.00 equiv) in pyridine (10 mL) was added triphenylphosphine (910 mg, 3.47 mmol, 5.00 equiv) at 0° C. After 5 min, carbon tetrabromide (1.15 g, 3.47 mmol, 5.0 equiv) was added, and the resulting yellow solution was maintained at 0° C. for 1.5 h. 5-(3-(Methylsulfonyl)phenyl)-[1,2,4]triazolo[1,5-a]pyridin-2-amine (0.200 g, 0.693 mmol, 1 equiv) was then added to the reaction mixture at 0° C. After 5 min, the reaction mixture was warmed to 24° C. ... Starting materials: ClC1=CC=C(C=C1)NC(C=NO)=O (N-(4-chloro-phenyl)-2-hydroxyimino-acetamide), OS(=O)(=O)O (H2SO4). Conditions: temperature 80 celsius. The product is ClC=1C=C2C(C(NC2=CC1)=O)=O (5-Chloro-1H-indole-2,3-dione). As a reaction SMILES: [Cl:1][C:2]1[CH:7]=[CH:6][C:5]([NH:8][C:9](=[O:13])[CH:10]=NO)=[CH:4][CH:3]=1.[OH:14]S(O)(=O)=O>>[Cl:1][C:2]1[CH:7]=[C:6]2[C:5](=[CH:4][CH:3]=1)[NH:8][C:9](=[O:13])[C:10]2=[O:14]. Reported procedure: To a hot solution of conc. H2SO4 (20 mL) at 60° C. was added portion wise N-(4-chloro-phenyl)-2-hydroxyimino-acetamide (5.5 g, 27.0 mmol). After the addition, the temperature was increased to 80° C. and maintained for one hour. After completion of the reaction, the reaction mixture was poured on to crushed ice and the resulting precipitated solid was separated, filtered, washed with water (2-3 times) and dried to obtain the title compound as brick red solid.